From a dataset of the Open Reaction Database (ORD), a public repository of structured organic reaction records. describe an organic reaction: reactants, conditions, products, and yield Reactants: C(=O)([O-])[O-].[Na+].[Na+] (Na2CO3), COC=1C=C(C=CC1)B(O)O (3-Methoxyphenylboronic acid), IC1=NN(C2=NC=NC(=C21)N)C(C)C (3-iodo-1-isopropyl-1H-pyrazolo[3,4-d]pyrimidin-4-amine). Reagents/catalysts: C=1C=CC(=CC1)[P](C=2C=CC=CC2)(C=3C=CC=CC3)[Pd]([P](C=4C=CC=CC4)(C=5C=CC=CC5)C=6C=CC=CC6)([P](C=7C=CC=CC7)(C=8C=CC=CC8)C=9C=CC=CC9)[P](C=1C=CC=CC1)(C=1C=CC=CC1)C=1C=CC=CC1 (Pd(PPh3)4). Run in CCO (EtOH), COCCOC (DME). Conditions: temperature 80 celsius. Yields the product C(C)(C)N1N=C(C=2C1=NC=NC2N)C2=CC(=CC=C2)OC (1-isopropyl-3-(3-methoxyphenyl)-1H-pyrazolo[3,4-d]pyrimidin-4-amine). Reaction SMILES: [CH3:1][O:2][C:3]1[CH:4]=[C:5](B(O)O)[CH:6]=[CH:7][CH:8]=1.I[C:13]1[C:21]2[C:16](=[N:17][CH:18]=[N:19][C:20]=2[NH2:22])[N:15]([CH:23]([CH3:25])[CH3:24])[N:14]=1.C([O-])([O-])=O.[Na+].[Na+]>CCO.COCCOC.C1C=CC([P]([Pd]([P](C2C=CC=CC=2)(C2C=CC=CC=2)C2C=CC=CC=2)([P](C2C=CC=CC=2)(C2C=CC=CC=2)C2C=CC=CC=2)[P](C2C=CC=CC=2)(C2C=CC=CC=2)C2C=CC=CC=2)(C2C=CC=CC=2)C2C=CC=CC=2)=CC=1>[CH:23]([N:15]1[C:16]2=[N:17][CH:18]=[N:19][C:20]([NH2:22])=[C:21]2[C:13]([C:5]2[CH:6]=[CH:7][CH:8]=[C:3]([O:2][CH3:1])[CH:4]=2)=[N:14]1)([CH3:25])[CH3:24] |f:2.3.4,^1:44,46,65,84|. Procedure details: A solution of 3-Methoxyphenylboronic acid (17 mg, 0.11 mmol) in EtOH (3.3 mL) was added to a solution of 3-iodo-1-isopropyl-1H-pyrazolo[3,4-d]pyrimidin-4-amine (30 mg, 0.10 mmol) in DME (12 mL). Pd(PPh3)4 (30 mg, 0.03 mmol) and saturated Na2CO3 (1.9 mL) were added and the reaction was heated to 80° C. under an argon atmosphere overnight. After cooling, the reaction was extracted with saturated NaCl and CH2Cl2. Organic phases were combined, concentrated in vacuo and purified by RP-HPLC (MeCN:H2O:...